Dataset: the Open Reaction Database (ORD), a public repository of structured organic reaction records. Task: describe an organic reaction: reactants, conditions, products, and yield Reactants: ClC1=CC(=NC=2C(=C3C=CC=CN3C21)C2=C(C=C(C=C2C)C)C)C (4-chloro-2-methyl-10-(2,4,6-trimethylphenyl)pyrido[2,3-b]indolizine), C(CC)NCCC (dipropylamine). Solvent: CS(=O)C (DMSO), O (water). Reaction conditions: temperature 130 celsius. The product is C(CC)N(CCC)C1=CC(=NC=2C(=C3C=CC=CN3C21)C2=C(C=C(C=C2C)C)C)C (4-(N,N-Dipropyl)amino-2-methyl-10-(2,4,6-trimethylphenyl)-pyrido[2,3-b]indolizine). Isolated yield 86.8%. Reaction SMILES: Cl[C:2]1[C:14]2[N:13]3[C:8]([CH:9]=[CH:10][CH:11]=[CH:12]3)=[C:7]([C:15]3[C:20]([CH3:21])=[CH:19][C:18]([CH3:22])=[CH:17][C:16]=3[CH3:23])[C:6]=2[N:5]=[C:4]([CH3:24])[CH:3]=1.[CH2:25]([NH:28][CH2:29][CH2:30][CH3:31])[CH2:26][CH3:27]>CS(C)=O.O>[CH2:25]([N:28]([C:2]1[C:14]2[N:13]3[C:8]([CH:9]=[CH:10][CH:11]=[CH:12]3)=[C:7]([C:15]3[C:20]([CH3:21])=[CH:19][C:18]([CH3:22])=[CH:17][C:16]=3[CH3:23])[C:6]=2[N:5]=[C:4]([CH3:24])[CH:3]=1)[CH2:29][CH2:30][CH3:31])[CH2:26][CH3:27]. Procedure details: A mixture of 4-chloro-2-methyl-10-(2,4,6-trimethylphenyl)pyrido[2,3-b]indolizine (10.0 g; 30 mmol) and dipropylamine (15 mL; 1 mol) in DMSO (30 mL) is heated at 130° C. under nitrogen atmosphere for two days. The mixture is cooled to room temperature, diluted with water (ca. 300 mL), and extracted with ether (100 mL×2). The combined organics are washed successively with saturated ammonium chloride and saturated brine, dried (Na2SO4), filtered, and concentrated. The concentrate is chromatographed... The reactants are BrC1=CC=C(C=C1)[C@@H](C\C(=N/O)\C=1C=CC(N(C1)C)=O)C1=C(C=CC=C1)C (5-{(R)-3-(4-Bromo-phenyl)-1-[(E)-hydroxyimino]-3-o-tolyl-propyl}-1-methyl-1H-pyridin-2-one), CN(C=O)C (N,N-dimethylformamide). Reagents/catalysts: C1(=CC=CC=C1)P([C-]1C=CC=C1)C1=CC=CC=C1.[C-]1(C=CC=C1)P(C1=CC=CC=C1)C1=CC=CC=C1.[Fe+2] (1,1′-bis(diphenyl-phosphino)ferrocene), C=1C=CC(=CC1)/C=C/C(=O)/C=C/C2=CC=CC=C2.C=1C=CC(=CC1)/C=C/C(=O)/C=C/C2=CC=CC=C2.C=1C=CC(=CC1)/C=C/C(=O)/C=C/C2=CC=CC=C2.[Pd].[Pd] (tris(dibenzylideneacetone)dipalladium(0)), [C-]#N.[Zn+2].[C-]#N (zinc cyanide), [Zn] (zinc), C(C)(=O)[O-].[Zn+2].C(C)(=O)[O-] (zinc acetate). Solvent: O (water). Run at temperature 180 celsius, time 10 minute. Product: O\N=C(/C[C@@H](C1=C(C=CC=C1)C)C1=CC=C(C#N)C=C1)\C1=CN(C(C=C1)=O)C ((R,E)-4-(3-(hydroxyimino)-3-(1-methyl-6-oxo-1,6-dihydropyridin-3-yl)-1-o-tolylpropyl)benzonitrile), O\N=C(\C[C@@H](C1=C(C=CC=C1)C)C1=CC=C(C#N)C=C1)/C1=CN(C(C=C1)=O)C ((R,Z)-4-(3-(hydroxyimino)-3-(1-methyl-6-oxo-1,6-dihydropyridin-3-yl)-1-o-tolylpropyl)benzonitrile). The yield is 6.0%. RXN SMILES: Br[C:2]1[CH:7]=[CH:6][C:5]([C@H:8]([C:21]2[CH:26]=[CH:25][CH:24]=[CH:23][C:22]=2[CH3:27])[CH2:9]/[C:10](/[C:13]2[CH:14]=[CH:15][C:16](=[O:20])[N:17]([CH3:19])[CH:18]=2)=[N:11]\[OH:12])=[CH:4][CH:3]=1.[CH3:28][N:29](C)C=O>O.C1(P(C2C=CC=CC=2)[C-]2C=CC=C2)C=CC=CC=1.[C-]1(P(C2C=CC=CC=2)C2C=CC=CC=2)C=CC=C1.[Fe+2].C1C=CC(/C=C/C(/C=C/C2C=CC=CC=2)=O)=CC=1.C1C=CC(/C=C/C(/C=C/C2C=CC=CC=2)=O)=CC=1.C1C=CC(/C=C/C(/C=C/C2C=CC=CC=2)=O)=CC=1.[Pd].[Pd].[C-]#N.[Zn+2].[C-]#N.[Zn].C([O-])(=O)C.[Zn+2].C([O-])(=O)C>[OH:12]/[N:11]=[C:10](/[C:13]1[CH:14]=[CH:15][C:16](=[O:20])[N:17]([CH3:19])[CH:18]=1)\[CH2:9][C@H:8]([C:5]1[CH:4]=[CH:3][C:2]([C:28]#[N:29])=[CH:7][CH:6]=1)[C:21]1[CH:26]=[CH:25][CH:24]=[CH:23][C:22]=1[CH3:27].[OH:12]/[N:11]=[C:10](\[C:13]1[CH:14]=[CH:15][C:16](=[O:20])[N:17]([CH3:19])[CH:18]=1)/[CH2:9][C@H:8]([C:5]1[CH:4]=[CH:3][C:2]([C:28]#[N:29])=[CH:7][CH:6]=1)[C:21]1[CH:26]=[CH:25][CH:24]=[CH:23][C:22]=1[CH3:27] |f:3.4.5,6.7.8.9.10,11.12.13,15.16.17|. Procedure details: To a microwave vial was added (R)-5-(3-(4-bromophenyl)-1-(hydroxyimino)-3-o-tolylpropyl)-1-methylpyridin-2(1H)-one (example 223; 98 mg, 230 μmol), 1,1′-bis(diphenyl-phosphino)ferrocene (3.83 mg, 6.91 μmol), tris(dibenzylideneacetone)dipalladium(0) (2.11 mg, 2.3 μmol), zinc cyanide (14.9 mg, 127 μmol), zinc (0.6 mg, 9 μmol) and zinc acetate (1.69 mg, 9.22 μmol) in N,N-dimethylformamide (1.5 mL) and water (15 μl). The vial was capped and heated at 180° C. for 35 min, then at 200° C. for 10 min, th... Starting materials: FC1=CC(=C(C=C1)CC(=O)O)[N+](=O)[O-] (4-fluoro-2-nitrophenylacetic acid), FC1=CC(=C(C=C1)CC(=O)O)[N+](=O)[O-] (4-fluoro-2-nitrophenylacetic acid). Reagents/catalysts: [Pd] (palladium on activated carbon). Run in C(C)(=O)O (acetic acid). Yields the product FC1=CC=C2CC(NC2=C1)=O (6-Fluoro-2-indolinone). RXN SMILES: [F:1][C:2]1[CH:7]=[CH:6][C:5]([CH2:8][C:9](O)=[O:10])=[C:4]([N+:12]([O-])=O)[CH:3]=1>[Pd].C(O)(=O)C>[F:1][C:2]1[CH:3]=[C:4]2[C:5]([CH2:8][C:9](=[O:10])[NH:12]2)=[CH:6][CH:7]=1. Reported procedure: With addition of 20 g of palladium on activated carbon (10%), 119 g of 4-fluoro-2-nitrophenylacetic acid (starting material III) are hydrogenated in 600 ml of acetic acid under a hydrogen pressure of 50 psi. The catalyst is filtered off with suction and the solvent is distilled off. The crude product is triturated with 500 ml of petroleum ether, filtered off with suction, washed with water and dried. The reactants are N1=CC=CC=C1 (Pyridine), S(=O)(Cl)Cl (thionyl chloride), OC(C(=O)OC(C)(C)C)N1C(C(C1SCC#CC)NC(C1=CC=CC=C1)(C1=CC=CC=C1)C1=CC=CC=C1)=O (1-(1-Hydroxy-1-t-butoxycarbonylmethyl)-3-(triphenylmethylamino)-4-(but-2-ynylthio)azetidin-2-one). The solvent is O1CCOCC1 (dioxan), O1CCOCC1 (dioxan), O1CCCC1 (tetrahydrofuran), O1CCOCC1 (dioxan). Yields the product ClC(C(=O)OC(C)(C)C)N1C(C(C1SCC#CC)NC(C1=CC=CC=C1)(C1=CC=CC=C1)C1=CC=CC=C1)=O (1-(1-chloro-1-t-butoxycarbonylmethyl)-3-(triphenylmethylamino)-4-(but-2-ynylthio)azetidin-2-one). RXN SMILES: O[CH:2]([N:10]1[CH:13]([S:14][CH2:15][C:16]#[C:17][CH3:18])[CH:12]([NH:19][C:20]([C:33]2[CH:38]=[CH:37][CH:36]=[CH:35][CH:34]=2)([C:27]2[CH:32]=[CH:31][CH:30]=[CH:29][CH:28]=2)[C:21]2[CH:26]=[CH:25][CH:24]=[CH:23][CH:22]=2)[C:11]1=[O:39])[C:3]([O:5][C:6]([CH3:9])([CH3:8])[CH3:7])=[O:4].N1C=CC=CC=1.S(Cl)([Cl:48])=O>O1CCCC1.O1CCOCC1>[Cl:48][CH:2]([N:10]1[CH:13]([S:14][CH2:15][C:16]#[C:17][CH3:18])[CH:12]([NH:19][C:20]([C:27]2[CH:32]=[CH:31][CH:30]=[CH:29][CH:28]=2)([C:33]2[CH:34]=[CH:35][CH:36]=[CH:37][CH:38]=2)[C:21]2[CH:22]=[CH:23][CH:24]=[CH:25][CH:26]=2)[C:11]1=[O:39])[C:3]([O:5][C:6]([CH3:8])([CH3:7])[CH3:9])=[O:4]. Procedure details: 1-(1-Hydroxy-1-t-butoxycarbonylmethyl)-3-(triphenylmethylamino)-4-(but-2-ynylthio)azetidin-2-one (0.44g) was dissolved in a 1:1 mixture of dry tetrahydrofuran and dioxan (10ml) and the solution, under nitrogen, was cooled to -10°. Pyridine (0.2g) in dry dioxan (2.5ml) was added, followed by the dropwise addition of thionyl chloride (0.19ml) in dioxan (2.5ml) over 2-3 minutes. After a further 15 minutes the precipitated solid was filtered off and the filtrate evaporated to dryness. Dry toluene wa... Reactants: BrCC(=O)Br (bromoacetyl bromide), NC(C(=O)O)CC (2-aminobutyric acid). The solvent is C1CCOC1 (THF), C1CCOC1 (THF). Reaction conditions: time 12 hour. Product: BrCC(=O)NC(C(=O)O)CC (N-(bromoacetyl)-2-aminobutyric acid). The yield is 60.0%. RXN SMILES: [Br:1][CH2:2][C:3](Br)=[O:4].[NH2:6][CH:7]([CH2:11][CH3:12])[C:8]([OH:10])=[O:9]>C1COCC1>[Br:1][CH2:2][C:3]([NH:6][CH:7]([CH2:11][CH3:12])[C:8]([OH:10])=[O:9])=[O:4]. Reported procedure: A solution of bromoacetyl bromide (50 g, 24 mmol 1 molar eq.) in dry THF (500 ml) was slowly added to a 2 L round-bottomed three-neck flask with a mechanical stirrer, a nitrogen gas purge and an addition funnel containing 2-aminobutyric acid (25 g, 24 mmol) in 500 mL dry THF. After stirring at room temperature for 12 hours the reaction mixture was filtered and the THF evaporated from the filtrate gave yellow oil, which crystallized upon cooling in 60% yield. 1H NMR (500 MHz, DMSO d6) δ (ppm): 8....